Dataset: the Open Reaction Database (ORD), a public repository of structured organic reaction records. Task: describe an organic reaction: reactants, conditions, products, and yield Reactants: B, CC(Br)CCCCCCCCC(=O)O, O=C([O-])[O-], C1CCOC1, C1CCOC1, CCOC(C)=O, [K+], [K+]. The product is CC(Br)CCCCCCCCCO. RXN SMILES: [BH3:20].[Br:1][CH:2]([CH2:3][CH2:4][CH2:5][CH2:6][CH2:7][CH2:8][CH2:9][CH2:10][C:11](=[O:12])[OH:13])[CH3:14].[C:26](=[O:27])([O-:28])[O-:29].[CH2:15]1[O:16][CH2:17][CH2:18][CH2:19]1.[CH2:21]1[O:22][CH2:23][CH2:24][CH2:25]1.[CH3:32][CH2:33][O:34][C:35]([CH3:36])=[O:37].[K+:30].[K+:31]>>[Br:1][CH:2]([CH2:3][CH2:4][CH2:5][CH2:6][CH2:7][CH2:8][CH2:9][CH2:10][CH2:11][OH:12])[CH3:14]. Reactants: CCN(CC)C(=O)Oc1cccc(OCOC)c1 (substrate), Cl[Mg]c1ccccc1 (effective_coupling_partner). Run at temperature 25 celsius, time 16 hour. The product is COCOc2cccc(c1ccccc1)c2. Starting materials: COCCCOc1cc(CC(CC2C(CC(COCc3ccccc3)C(C)C)OC(C)(C)N2C(=O)OC(C)(C)C)C(C)C)ccc1OC, C1CCOC1. The product is COCCCOc1cc(CC(CC2C(CC(CO)C(C)C)OC(C)(C)N2C(=O)OC(C)(C)C)C(C)C)ccc1OC. RXN SMILES: [C:1]([CH3:2])([CH3:3])([CH3:4])[O:5][C:6](=[O:7])[N:8]1[C:9]([CH3:47])([CH3:48])[O:10][CH:11]([CH2:33][CH:34]([CH2:35][O:36][CH2:37][c:38]2[cH:39][cH:40][cH:41][cH:42][cH:43]2)[CH:44]([CH3:45])[CH3:46])[CH:12]1[CH2:13][CH:14]([CH2:15][c:16]1[cH:17][c:18]([O:24][CH2:25][CH2:26][CH2:27][O:28][CH3:29])[c:19]([O:22][CH3:23])[cH:20][cH:21]1)[CH:30]([CH3:31])[CH3:32].[O:49]1[CH2:50][CH2:51][CH2:52][CH2:53]1>>[C:1]([CH3:2])([CH3:3])([CH3:4])[O:5][C:6](=[O:7])[N:8]1[C:9]([CH3:47])([CH3:48])[O:10][CH:11]([CH2:33][CH:34]([CH2:35][OH:36])[CH:44]([CH3:45])[CH3:46])[CH:12]1[CH2:13][CH:14]([CH2:15][c:16]1[cH:17][c:18]([O:24][CH2:25][CH2:26][CH2:27][O:28][CH3:29])[c:19]([O:22][CH3:23])[cH:20][cH:21]1)[CH:30]([CH3:31])[CH3:32]. The reactants are CC(C(=O)OCC)(C)N1N=CC=C1 (Ethyl 2-methyl-2-(1H-pyrazol-1-yl)propanoate), BrN1C(CCC1=O)=O (N-bromosuccinimide). The solvent is CC1OCCC1 (2-methyltetrahydrofuran). Product: BrC=1C=NN(C1)C(C(=O)OCC)(C)C (ethyl 2-(4-bromo-1H-pyrazol-1-yl)-2-methylpropanoate). Reaction SMILES: [CH3:1][C:2]([N:9]1[CH:13]=[CH:12][CH:11]=[N:10]1)([CH3:8])[C:3]([O:5][CH2:6][CH3:7])=[O:4].[Br:14]N1C(=O)CCC1=O>CC1CCCO1>[Br:14][C:12]1[CH:11]=[N:10][N:9]([C:2]([CH3:1])([CH3:8])[C:3]([O:5][CH2:6][CH3:7])=[O:4])[CH:13]=1. Procedure details: Ethyl 2-methyl-2-(1H-pyrazol-1-yl)propanoate 17 was reacted with N-bromosuccinimide (NBS) in 2-methyltetrahydrofuran to give IV (CAS Reg. No. 1040377-17-0). The reactants are CCCCCCCCCCCCCCCC(=O)OC(CCCCCCCCCCCCCCC)CC(=O)O, CC(O)C(NC(=O)CCN)C(=O)O. The product is CCCCCCCCCCCCCCCC(=O)OC(CCCCCCCCCCCCCCC)CC(=O)NCCC(=O)NC(C(=O)O)C(C)O. RXN SMILES: [C:1]([CH2:2][CH2:3][CH2:4][CH2:5][CH2:6][CH2:7][CH2:8][CH2:9][CH2:10][CH2:11][CH2:12][CH2:13][CH2:14][CH2:15][CH3:16])(=[O:17])[O:18][CH:19]([CH2:20][C:21](=[O:22])[OH:23])[CH2:24][CH2:25][CH2:26][CH2:27][CH2:28][CH2:29][CH2:30][CH2:31][CH2:32][CH2:33][CH2:34][CH2:35][CH2:36][CH2:37][CH3:38].[NH2:39][CH2:40][CH2:41][C:42](=[O:43])[NH:44][CH:45]([CH:46]([OH:47])[CH3:48])[C:49](=[O:50])[OH:51]>>[C:1]([CH2:2][CH2:3][CH2:4][CH2:5][CH2:6][CH2:7][CH2:8][CH2:9][CH2:10][CH2:11][CH2:12][CH2:13][CH2:14][CH2:15][CH3:16])(=[O:17])[O:18][CH:19]([CH2:20][C:21](=[O:23])[NH:39][CH2:40][CH2:41][C:42](=[O:43])[NH:44][CH:45]([CH:46]([OH:47])[CH3:48])[C:49](=[O:50])[OH:51])[CH2:24][CH2:25][CH2:26][CH2:27][CH2:28][CH2:29][CH2:30][CH2:31][CH2:32][CH2:33][CH2:34][CH2:35][CH2:36][CH2:37][CH3:38]. Reactants: C1(=CC=CC=C1)O (phenol), ClC1=NC(=C(C(=C1[N+](=O)[O-])CC(C)C)C)C (2-chloro-5,6-dimethyl-4-(2-methylpropyl)-3-nitropyridine), [H-].[Na+] (Sodium hydride). The solvent is O1CCCC1 (THF), O1CCCC1 (THF), O1CCCC1 (tetrahydrofuran). Reaction conditions: time 30 minute. Product: CC=1C(=C(C(=NC1C)OC1=CC=CC=C1)[N+](=O)[O-])NCC(C)C (5,6-dimethyl-N-(2-methylpropyl)-3-nitro-2-phenoxypyridin-4-amine). The yield is 216.2%. As a reaction SMILES: [H-].[Na+].[C:3]1([OH:9])[CH:8]=[CH:7][CH:6]=[CH:5][CH:4]=1.Cl[C:11]1[C:16]([N+:17]([O-:19])=[O:18])=[C:15](CC(C)C)[C:14]([CH3:24])=[C:13]([CH3:25])[N:12]=1>O1CCCC1>[CH3:24][C:14]1[C:15]([NH:12][CH2:13][CH:14]([CH3:24])[CH3:15])=[C:16]([N+:17]([O-:19])=[O:18])[C:11]([O:9][C:3]2[CH:8]=[CH:7][CH:6]=[CH:5][CH:4]=2)=[N:12][C:13]=1[CH3:25] |f:0.1|. Procedure: Sodium hydride (19.8 g of a 60% dispersion in mineral oil, 0.495 mol) in tetrahydrofuran (THF) (450 mL) was cooled to 0° C.; a solution of phenol (77.7 g, 0.826 mol) in THF (150 mL) was added slowly over a period of 30 minutes. The reaction was stirred at ambient temperature for 30 minutes, and a solution of 2-chloro-5,6-dimethyl-4-(2-methylpropyl)-3-nitropyridine (60.78 g, 0.236 mol) in THF (350 mL) was added. The reaction was heated to 70° C., heated at 50° C. overnight, allowed to cool to amb...